This data is from the Open Reaction Database (ORD), a public repository of structured organic reaction records. The task is: describe an organic reaction: reactants, conditions, products, and yield Reactants: C(C)(C)(C)OC(=O)NC1=NC(=NS1)/C(/C(=O)N[C@H]1[C@@H]2N(C(=C(CS2)CCl)C(=O)OC(C2=CC=CC=C2)C2=CC=CC=C2)C1=O)=N/OC(C)(C)C(=O)OC(C)(C)C (benzhydryl 7β-[(Z)-2-(5-tert-butoxycarbonylamino-1,2,4-thiadiazol-3-yl)-2-(1-tert-butoxycarbonyl-1-methylethoxyimino)acetamido]-3-chloromethyl-3-cephem-4-carboxylate), [I-].[Na+] (sodium iodide), C(C)(=O)OCC (ethyl acetate), CN1N=CC(=C1NC(C1=CC=CC=C1)(C1=CC=CC=C1)C1=CC=CC=C1)CCCNC(OC(C)(C)C)=O (tert-butyl 3-[1-methyl-5-(tritylamino)-1H-pyrazol-4-yl]propylcarbamate). Solvent: CN(C=O)C (N,N-dimethylformamide), C(Cl)Cl (methylene chloride), O (water). Conditions: time 16 hour. Product: NC1=NC(=NS1)/C(/C(=O)N[C@H]1[C@@H]2N(C(=C(CS2)C[N+]=2N(C(=C(C2)CCCN)N)C)C(=O)[O-])C1=O)=N/OC(C)(C)C(=O)O (7β-[(Z)-2-(5-amino-1,2,4-thiadiazol-3-yl)-2-(1-carboxy-1-methylethoxyimino)acetamido]-3-[3-amino-4-(3-aminopropyl)-2-methyl-1-pyrazolio]methyl-3-cephem-4-carboxylate). Yield: 20.3%. Reaction SMILES: C(OC([NH:8][C:9]1[S:13][N:12]=[C:11](/[C:14](=[N:45]/[O:46][C:47]([C:50]([O:52]C(C)(C)C)=[O:51])([CH3:49])[CH3:48])/[C:15]([NH:17][C@@H:18]2[C:43](=[O:44])[N:20]3[C:21]([C:27]([O:29]C(C4C=CC=CC=4)C4C=CC=CC=4)=[O:28])=[C:22]([CH2:25]Cl)[CH2:23][S:24][C@H:19]23)=[O:16])[N:10]=1)=O)(C)(C)C.[I-].[Na+].[CH3:59][N:60]1[C:64]([NH:65]C(C2C=CC=CC=2)(C2C=CC=CC=2)C2C=CC=CC=2)=[C:63]([CH2:85][CH2:86][CH2:87][NH:88]C(=O)OC(C)(C)C)[CH:62]=[N:61]1.C(OCC)(=O)C>CN(C)C=O.C(Cl)Cl.O>[NH2:8][C:9]1[S:13][N:12]=[C:11](/[C:14](=[N:45]/[O:46][C:47]([C:50]([OH:52])=[O:51])([CH3:48])[CH3:49])/[C:15]([NH:17][C@@H:18]2[C:43](=[O:44])[N:20]3[C:21]([C:27]([O-:29])=[O:28])=[C:22]([CH2:25][N+:61]4[N:60]([CH3:59])[C:64]([NH2:65])=[C:63]([CH2:85][CH2:86][CH2:87][NH2:88])[CH:62]=4)[CH2:23][S:24][C@H:19]23)=[O:16])[N:10]=1 |f:1.2|. Reported procedure: To a suspension of a mixture of benzhydryl 7β-[(Z)-2-(5-tert-butoxycarbonylamino-1,2,4-thiadiazol-3-yl)-2-(1-tert-butoxycarbonyl-1-methylethoxyimino)acetamido]-3-chloromethyl-3-cephem-4-carboxylate (40 g) and sodium iodide (8 g) in N,N-dimethylformamide (120 ml) and methylene chloride (80 ml) was added tert-butyl 3-[1-methyl-5-(tritylamino)-1H-pyrazol-4-yl]propylcarbamate (60 g), and the mixture was stirred at room temperature for 16 hours. The reaction mixture was added to a mixture of ethyl ac... Starting materials: NC1=C(C=C(C=C1)N(S(=O)(=O)C)C)N1CCCCC1 (N-(4-amino-3-piperidin-1-yl-phenyl)-N-methyl-methanesulfonamide), C(#N)C1=CC=C(O1)C(=O)Cl (5-cyano-furan-2-carbonyl chloride), CCN(C(C)C)C(C)C (DIEA). The product is CS(=O)(=O)N(C1=CC(=C(C=C1)NC(=O)C=1OC(=CC1)C#N)N1CCCCC1)C (5-Cyano-furan-2-carboxylic acid [4-(methanesulfonyl-methyl-amino)-2-piperidin-1-yl-phenyl]-amide). The yield is 23.0%. RXN SMILES: [NH2:1][C:2]1[CH:7]=[CH:6][C:5]([N:8]([CH3:13])[S:9]([CH3:12])(=[O:11])=[O:10])=[CH:4][C:3]=1[N:14]1[CH2:19][CH2:18][CH2:17][CH2:16][CH2:15]1.[C:20]([C:22]1[O:26][C:25]([C:27](Cl)=[O:28])=[CH:24][CH:23]=1)#[N:21].CCN(C(C)C)C(C)C>>[CH3:12][S:9]([N:8]([CH3:13])[C:5]1[CH:6]=[CH:7][C:2]([NH:1][C:27]([C:25]2[O:26][C:22]([C:20]#[N:21])=[CH:23][CH:24]=2)=[O:28])=[C:3]([N:14]2[CH2:15][CH2:16][CH2:17][CH2:18][CH2:19]2)[CH:4]=1)(=[O:11])=[O:10]. Procedure: Using a procedure similar to Example 23, step (a), N-methyl-N-(4-nitro-3-piperidin-1-yl-phenyl)-methanesulfonamide (89 mg, 0.28 mmol) was stirred with 5% Pd—C (55 mg) under H2 to afford 72 mg (91%) of N-(4-Amino-3-piperidin-1-yl-phenyl)-N-methyl-methanesulfonamide as an oil. Using a procedure similar to Example 4, step (c), N-(4-amino-3-piperidin-1-yl-phenyl)-N-methyl-methanesulfonamide was coupled to 5-cyano-furan-2-carbonyl chloride (77 mg, 0.49 mmol) in the presence of DIEA (107 μL, 0.55 mmol... Reactants: COC1=C(C=C(C(=C1)I)F)C (1-Methoxy-4-fluoro-5-iodo-2-methylbenzene), [Li]CCCC (n-BuLi), B(OC)(OC)OC (trimethyl borate). Run in C1CCOC1 (THF). Reaction conditions: time 10 minute. Yields the product COC=1C(=CC(=C(C1)B(O)O)F)C (5-Methoxy-2-fluoro-4-methylphenylboronic acid). Yield: 69.0%. Reaction SMILES: [CH3:1][O:2][C:3]1[CH:8]=[C:7](I)[C:6]([F:10])=[CH:5][C:4]=1[CH3:11].[Li]CCCC.[B:17](OC)([O:20]C)[O:18]C>C1COCC1>[CH3:1][O:2][C:3]1[C:4]([CH3:11])=[CH:5][C:6]([F:10])=[C:7]([B:17]([OH:20])[OH:18])[CH:8]=1. Procedure: To 122D (750 mg, 2.8 mmol) in THF (10 mL) was added n-BuLi (1.6M in hexane, 2.3 mL) at −78° C. After stirring for 10 min, trimethyl borate (0.63 mL) was introduced. The mixture was stirred from −78° C. to rt for 3 h before it was quenched by 1N HCl and extracted with ethyl acetate. The organic extracts were washed with saturated Na2S2O3, brine and dried over MgSO4. Evaporation of the solvent gave product 122E (356 mg, 69% yield) as a solid. 1H NMR (400 MHz, CDCl3) δ ppm 2.18 (s, 3H) 3.80 (s, 3H)... Reactants: ClCCl, O=C(CC1CCC(c2cccc(F)c2F)Cc2cccnc21)N1CCC(n2c(=O)[nH]c3ncccc32)CC1, O=C(CC1CCC(c2cccc(F)c2F)Cc2cccnc21)N1CCC(n2c(=O)[nH]c3ncccc32)CC1. Yields the product O=c1[nH]c2ncccc2n1C1CCNCC1. Reaction SMILES: [Cl:77][CH2:78][Cl:79].[F:1][c:2]1[c:3]([F:4])[cH:5][cH:6][cH:7][c:8]1[CH:9]1[CH2:10][CH2:11][CH:12]([CH2:13][C:14](=[O:15])[N:23]2[CH2:24][CH2:25][CH:26]([n:29]3[c:30](=[O:38])[nH:31][c:32]4[n:33][cH:34][cH:35][cH:36][c:37]34)[CH2:27][CH2:28]2)[c:16]2[n:17][cH:18][cH:19][cH:20][c:21]2[CH2:22]1.[F:39][c:40]1[c:41]([F:42])[cH:43][cH:44][cH:45][c:46]1[CH:47]1[CH2:48][CH2:49][CH:50]([CH2:51][C:52]([N:53]2[CH2:54][CH2:55][CH:56]([n:57]3[c:58]4[c:59]([n:60][cH:61][cH:62][cH:63]4)[nH:64][c:65]3=[O:66])[CH2:67][CH2:68]2)=[O:69])[c:70]2[n:71][cH:72][cH:73][cH:74][c:75]2[CH2:76]1>>[NH:23]1[CH2:24][CH2:25][CH:26]([n:29]2[c:30](=[O:38])[nH:31][c:32]3[n:33][cH:34][cH:35][cH:36][c:37]23)[CH2:27][CH2:28]1.